This data is from the Open Reaction Database (ORD), a public repository of structured organic reaction records. The task is: describe an organic reaction: reactants, conditions, products, and yield The reactants are [BH4-].[Na+] (NaBH4), CO (methanol), COC(=O)C1(CC1)C(=O)O (1,1-Cyclopropane dicarboxylic acid-1-methyl ester), CCN(C(C)C)C(C)C (DIPEA), ClC(=O)OCC (ethyl chloroformate). The solvent is CCOC(=O)C (EtOAc), O (water), C1CCOC1 (THF). Conditions: temperature 0 celsius, time 10 minute. Yields the product COC(=O)C1(CC1)CO (1-Hydroxymethyl-cyclopropanecarboxylic acid methyl ester). RXN SMILES: [CH3:1][O:2][C:3]([C:5]1([C:8](O)=[O:9])[CH2:7][CH2:6]1)=[O:4].CCN(C(C)C)C(C)C.ClC(OCC)=O.[BH4-].[Na+].CO>C1COCC1.CCOC(C)=O.O>[CH3:1][O:2][C:3]([C:5]1([CH2:8][OH:9])[CH2:7][CH2:6]1)=[O:4] |f:3.4|. Procedure: 1,1-Cyclopropane dicarboxylic acid-1-methyl ester (4 g, 27.8 mmol) was mixed with DIPEA (6 ml, 34.4 mmol) in THF (50 ml) and stirred at a 0° C. for 10 min. To the reaction was slowly added ethyl chloroformate (2.7 ml, 28.1 mmol). The reaction was stirred for 1.5 hours and allowed to warm to ambient temperature. The reaction was then re-cooled to 0° C. and NaBH4 (1.6 g, 42.3 mmol) was slowly added, followed by the addition of methanol (3 ml, 74.2 mmol). The reaction was allowed to warm to ambient... Starting materials: C(C)N(CCOCCNC(OC(C)(C)C)=O)CC (tert-butyl {2-[2-(diethylamino)ethoxy]ethyl}carbamate). Run in Cl.C(C)(=O)OCC (hydrogen chloride ethyl acetate). Product: NCCOCCN(CC)CC (2-(2-aminoethoxy)-N,N-diethylethanamine). Isolated yield 96.1%. RXN SMILES: [CH2:1]([N:3]([CH2:17][CH3:18])[CH2:4][CH2:5][O:6][CH2:7][CH2:8][NH:9]C(=O)OC(C)(C)C)[CH3:2]>Cl.C(OCC)(=O)C>[NH2:9][CH2:8][CH2:7][O:6][CH2:5][CH2:4][N:3]([CH2:1][CH3:2])[CH2:17][CH3:18] |f:1.2|. Procedure: A mixed solution of tert-butyl {2-[2-(diethylamino)ethoxy]ethyl}carbamate (3.77 g) and 4M hydrogen chloride/ethyl acetate solution (40 mL) was stirred at room temperature for 3 hr, and the solvent was evaporated under reduced pressure. The residue was purified by silica gel column chromatography (NH, methanol/ethyl acetate) to give the title compound (2.23 g). RXN SMILES: Cl[C:2]([N:4]1[C:10]2[CH:11]=[CH:12][CH:13]=[CH:14][C:9]=2[C:8](=[O:15])[NH:7][C:6]2[CH:16]=[CH:17][CH:18]=[N:19][C:5]1=2)=[O:3].[CH3:20][N:21]1[CH2:26][CH2:25][N:24]([CH2:27][CH2:28][CH2:29][CH:30]2[CH2:35][CH2:34][NH:33][CH2:32][CH2:31]2)[CH2:23][CH2:22]1.N>C(OCC)(=O)C.CO.C1CCCCC1>[CH3:20][N:21]1[CH2:26][CH2:25][N:24]([CH2:27][CH2:28][CH2:29][CH:30]2[CH2:31][CH2:32][N:33]([C:2]([N:4]3[C:10]4[CH:11]=[CH:12][CH:13]=[CH:14][C:9]=4[C:8](=[O:15])[NH:7][C:6]4[CH:16]=[CH:17][CH:18]=[N:19][C:5]3=4)=[O:3])[CH2:34][CH2:35]2)[CH2:23][CH2:22]1 |f:3.4.5|. Reported procedure: Prepared analogously to Example 4 from 11-(chlorocarbonyl)-5,11-dihydro-6H-pyrido[2,3-b][1,4]benzodiazepin-6-one and 4-[3-(4-methyl-1-piperazinyl)propyl]piperidine in a yield of 17% of theory. Colourless crystals, m.p. 213°-214° C.; Rf 0.25 (Merck DC ready-made TLC plates, silica gel 60 F254 ; eluant: ethyl acetate/methanol/cyclohexane/conc. ammonia 80/10/10/1 v/v/v/v). The solvent is C(C)(=O)OCC.CO.C1CCCCC1 (ethyl acetate methanol cyclohexane). The product is CN1CCN(CC1)CCCC1CCN(CC1)C(=O)N1C2=C(NC(C3=C1C=CC=C3)=O)C=CC=N2 (5,11-Dihydro-11-[[4-[3-(4-methyl-1-piperazinyl)propyl]-1-piperidinyl]carbonyl]-6H-pyrido[2,3-b][1,4]benzodiazepin-6-one). Reactants: ClC(=O)N1C2=C(NC(C3=C1C=CC=C3)=O)C=CC=N2 (11-(chlorocarbonyl)-5,11-dihydro-6H-pyrido[2,3-b][1,4]benzodiazepin-6-one), CN1CCN(CC1)CCCC1CCNCC1 (4-[3-(4-methyl-1-piperazinyl)propyl]piperidine), N (ammonia). The yield is 17.0%. Starting materials: [BH4-].[Na+] (sodium borohydride), C(#N)C=1C(=NN(C1N=COCC)C1=C(C=C(C=C1Cl)C(F)(F)F)Cl)C(F)(F)F (4-cyano-1-(2,6-dichloro-4-trifluoromethylphenyl)-5-ethoxymethyleneamino-3-trifluoromethylpyrazole), [BH4-].[Na+] (sodium borohydride). Solvent: CO (methanol). The product is C(#N)C=1C(=NN(C1NC)C1=C(C=C(C=C1Cl)C(F)(F)F)Cl)C(F)(F)F (4-cyano-5-methylamino-1-(2,6-dichloro-4-trifluoromethylphenyl)-3-trifluoromethylpyrazole). Reaction SMILES: [C:1]([C:3]1[C:4]([C:25]([F:28])([F:27])[F:26])=[N:5][N:6]([C:13]2[C:18]([Cl:19])=[CH:17][C:16]([C:20]([F:23])([F:22])[F:21])=[CH:15][C:14]=2[Cl:24])[C:7]=1[N:8]=[CH:9]OCC)#[N:2].[BH4-].[Na+]>CO>[C:1]([C:3]1[C:4]([C:25]([F:27])([F:28])[F:26])=[N:5][N:6]([C:13]2[C:14]([Cl:24])=[CH:15][C:16]([C:20]([F:22])([F:21])[F:23])=[CH:17][C:18]=2[Cl:19])[C:7]=1[NH:8][CH3:9])#[N:2] |f:1.2|. Procedure: To a suspension of 4-cyano-1-(2,6-dichloro-4-trifluoromethylphenyl)-5-ethoxymethyleneamino-3-trifluoromethylpyrazole (1.0 g) in methanol (10 ml) stirred at room temperature was added sodium borohydride (0.17 g). After 2 hours an additional 0.17 g of sodium borohydride was added, and another 0.34 g added after 1 hours. One hour later the mixture was poured onto water (80 ml). The combined extracts were dried over anhydrous magnesium sulphate, filtered, and evaporated in vacuo. The white solid thu...